From a dataset of the Open Reaction Database (ORD), a public repository of structured organic reaction records. describe an organic reaction: reactants, conditions, products, and yield The reactants are Cc1ccccc1, O=C(Cl)c1ccc2c(c1)COC2=O, S, c1ccc2ncccc2c1. Yields the product O=Cc1ccc2c(c1)COC2=O. RXN SMILES: [CH3:25][c:26]1[cH:27][cH:28][cH:29][cH:30][cH:31]1.[Cl:1][C:2](=[O:3])[c:4]1[cH:5][c:6]2[c:11]([cH:12][cH:13]1)[C:9](=[O:10])[O:8][CH2:7]2.[S:14].[n:15]1[c:16]2[c:17]([cH:18][cH:19][cH:20][cH:21]2)[cH:22][cH:23][cH:24]1>>[CH:2](=[O:3])[c:4]1[cH:5][c:6]2[c:11]([cH:12][cH:13]1)[C:9](=[O:10])[O:8][CH2:7]2.